From a dataset of the Open Reaction Database (ORD), a public repository of structured organic reaction records. describe an organic reaction: reactants, conditions, products, and yield Run at time 3 hour. Run in C1=CC=CC=C1 (benzene). Procedure details: A solution of 1-benzyl-4-[3-(1-naphthylsulfonylmethyl)-4-nitrophenoxy]-piperidine (4.7 g, 9.1 mmol) and benzylchloroformate (6.0 mL, 42 mmol) in benzene was heated at reflux temperature, under nitrogen, for 3 hours, cooled to ambient temperatures, poured into 2.5 N sodium hydroxide and extracted with ethyl acetate. The extracts were combined, washed with water and brine, dried over anhydrous magnesium sulfate and concentrated in vacuo. The resultant residue was purified by flash chromatography u... Reaction SMILES: C([N:8]1[CH2:13][CH2:12][CH:11]([O:14][C:15]2[CH:20]=[CH:19][C:18]([N+:21]([O-:23])=[O:22])=[C:17]([CH2:24][S:25]([C:28]3[C:37]4[C:32](=[CH:33][CH:34]=[CH:35][CH:36]=4)[CH:31]=[CH:30][CH:29]=3)(=[O:27])=[O:26])[CH:16]=2)[CH2:10][CH2:9]1)C1C=CC=CC=1.[CH2:38]([O:45][C:46](Cl)=[O:47])[C:39]1[CH:44]=[CH:43][CH:42]=[CH:41][CH:40]=1.[OH-].[Na+]>C1C=CC=CC=1>[CH2:38]([O:45][C:46]([N:8]1[CH2:13][CH2:12][CH:11]([O:14][C:15]2[CH:20]=[CH:19][C:18]([N+:21]([O-:23])=[O:22])=[C:17]([CH2:24][S:25]([C:28]3[C:37]4[C:32](=[CH:33][CH:34]=[CH:35][CH:36]=4)[CH:31]=[CH:30][CH:29]=3)(=[O:26])=[O:27])[CH:16]=2)[CH2:10][CH2:9]1)=[O:47])[C:39]1[CH:44]=[CH:43][CH:42]=[CH:41][CH:40]=1 |f:2.3|. Reactants: C(C1=CC=CC=C1)N1CCC(CC1)OC1=CC(=C(C=C1)[N+](=O)[O-])CS(=O)(=O)C1=CC=CC2=CC=CC=C12 (1-benzyl-4-[3-(1-naphthylsulfonylmethyl)-4-nitrophenoxy]-piperidine), C(C1=CC=CC=C1)OC(=O)Cl (benzylchloroformate), [OH-].[Na+] (sodium hydroxide). Yields the product C(C1=CC=CC=C1)OC(=O)N1CCC(CC1)OC1=CC(=C(C=C1)[N+](=O)[O-])CS(=O)(=O)C1=CC=CC2=CC=CC=C12 (4-[3-(naphthalene-1-sulfonylmethyl)-4-nitro-phenoxy]-piperidine-1-carboxylic acid benzyl ester). RXN SMILES: [CH3:2][O-:3].[CH3:30][OH:31].[ClH:29].[Na+:4].[Na:1].[O:5]1[CH:6]2[CH:7]1[CH2:8][CH:9]1[CH2:10][CH2:11][CH:12]3[CH:13]4[CH2:14][CH2:15][CH:16]([C:17]([CH3:18])=[O:19])[C:20]4([CH3:28])[CH2:21][C:22](=[O:27])[CH:23]3[C:24]1([CH3:26])[CH2:25]2.[OH2:32]>>[CH:2]1([OH:3])[CH:6]([O:5][CH3:7])[CH2:25][C:24]2([CH3:26])[CH:9]([CH2:8]1)[CH2:10][CH2:11][CH:12]1[CH:13]3[CH2:14][CH2:15][CH:16]([C:17]([CH3:18])=[O:19])[C:20]3([CH3:28])[CH2:21][C:22](=[O:27])[CH:23]12. Starting materials: C[O-], CO, Cl, [Na+], [Na], CC(=O)C1CCC2C3CCC4CC5OC5CC4(C)C3C(=O)CC12C, O. Product: COC1CC2(C)C(CCC3C4CCC(C(C)=O)C4(C)CC(=O)C32)CC1O. Reactants: C1(=CC=CC=C1)C(O)(C1CCNCC1)C1=CC=C(C=C1)C(C)(C)C (α-phenyl-α-(p-tert-butylphenyl)-4-piperidinemethanol), ClCCCC(=O)C1=CC=CC=C1 (4-chlorobutyrophenone), C([O-])([O-])=O.[K+].[K+] (potassium carbonate), [I-].[K+] (potassium iodide). The solvent is C1(=CC=CC=C1)C (toluene). Run at time 64 hour. Product: Cl.OC(C1=CC=CC=C1)(C1=CC=C(C=C1)C(C)(C)C)C1CCN(CC1)CCCC(=O)C1=CC=CC=C1 (4-[4-[α-hydroxy-α-(p-tert-butylphenyl)benzyl]piperidino]butyrophenone hydrochloride). As a reaction SMILES: [C:1]1([C:7]([C:15]2[CH:20]=[CH:19][C:18]([C:21]([CH3:24])([CH3:23])[CH3:22])=[CH:17][CH:16]=2)([CH:9]2[CH2:14][CH2:13][NH:12][CH2:11][CH2:10]2)[OH:8])[CH:6]=[CH:5][CH:4]=[CH:3][CH:2]=1.[Cl:25][CH2:26][CH2:27][CH2:28][C:29]([C:31]1[CH:36]=[CH:35][CH:34]=[CH:33][CH:32]=1)=[O:30].C(=O)([O-])[O-].[K+].[K+].[I-].[K+]>C1(C)C=CC=CC=1>[ClH:25].[OH:8][C:7]([CH:9]1[CH2:14][CH2:13][N:12]([CH2:26][CH2:27][CH2:28][C:29]([C:31]2[CH:36]=[CH:35][CH:34]=[CH:33][CH:32]=2)=[O:30])[CH2:11][CH2:10]1)([C:15]1[CH:20]=[CH:19][C:18]([C:21]([CH3:24])([CH3:23])[CH3:22])=[CH:17][CH:16]=1)[C:1]1[CH:2]=[CH:3][CH:4]=[CH:5][CH:6]=1 |f:2.3.4,5.6,8.9|. Procedure: A mixture of 12 g (0.0372 mole) of α-phenyl-α-(p-tert-butylphenyl)-4-piperidinemethanol, 7.85 g (0.042 mole) of 4-chlorobutyrophenone, 13.8 g (0.1 mole) of potassium carbonate, and 0.1 g of potassium iodide in 100 ml of toluene is refluxed with stirring for 64 hours. Upon cooling to room temperature the mixture is filtered, and to the filtrate is added an equal volume of ether followed by treatment with ethereal HCl. The resulting precipitate is recrystallized from isopropyl alcohol and from met...